Dataset: the Open Reaction Database (ORD), a public repository of structured organic reaction records. Task: describe an organic reaction: reactants, conditions, products, and yield The reactants are NC=1C=CC(=C(C1)C1=NC(C2=NN=NC2=N1)=O)OCCC (2-(5-amino-2-propoxyphenyl)-8-azapurin-6-one), C(C)OC1=C(CCC1)C(=O)OCC (ethyl 2-ethoxy-1-cyclopentenecarboxylate), S1(=O)(=O)CCCC1 (sulpholane). Solvent: Cl (hydrochloric acid). Product: C(C)OC(=O)C1=C(CCC1)NC=1C=CC(=C(C1)C1=NC(C2=NN=NC2=N1)=O)OCCC (2-[5-(2-ethoxycarbonylcyclopent-1-enylamino)-2-propoxyphenyl]-8-azapurin-6-one). The yield is 28.3%. As a reaction SMILES: [NH2:1][C:2]1[CH:3]=[CH:4][C:5]([O:18][CH2:19][CH2:20][CH3:21])=[C:6]([C:8]2[N:16]=[C:15]3[C:11](=[N:12][N:13]=[N:14]3)[C:10](=[O:17])[N:9]=2)[CH:7]=1.C(O[C:25]1[CH2:29][CH2:28][CH2:27][C:26]=1[C:30]([O:32][CH2:33][CH3:34])=[O:31])C.S1(CCCC1)(=O)=O>Cl>[CH2:33]([O:32][C:30]([C:26]1[CH2:27][CH2:28][CH2:29][C:25]=1[NH:1][C:2]1[CH:3]=[CH:4][C:5]([O:18][CH2:19][CH2:20][CH3:21])=[C:6]([C:8]2[N:16]=[C:15]3[C:11](=[N:12][N:13]=[N:14]3)[C:10](=[O:17])[N:9]=2)[CH:7]=1)=[O:31])[CH3:34]. Reported procedure: A stirred mixture of 2-(5-amino-2-propoxyphenyl)-8-azapurin-6-one (2.02 g), ethyl 2-ethoxy-1-cyclopentenecarboxylate (1.43 g) and dry sulpholane (20 ml) was heated at 125°-130° C. for 2 hours. The solution was then cooled and poured into dilute hydrochloric acid (200 ml; 2 N) and the yellow solid obtained was filtered off and recrystallised from a mixture of petroleum ether (b.p. 60°-80° C.) and ethyl acetate to give 2-[5-(2-ethoxycarbonylcyclopent-1-enylamino)-2-propoxyphenyl]-8-azapurin-6-one ... Reactants: BrC=1C=C(CN2N=C(C=C2C)C2=NC(=NO2)C2=CC=C(C=C2)OC(F)(F)F)C=CC1 (5-[1-(3-Bromobenzyl)-5-methyl-1H-pyrazol-3-yl]-3-[4-(trifluoromethoxy)phenyl]-1,2,4-oxadiazole), OC1CCNCC1 (4-hydroxypiperidine), C1(CCCCC1)P(C1=C(C=CC=C1)C1=C(C=C(C=C1C(C)C)C(C)C)C(C)C)C1CCCCC1 (2-dicyclohexylphosphino-2′,4′,6′-triisopropylbiphenyl), C([O-])([O-])=O.[Cs+].[Cs+] (caesium carbonate). The reagents and catalysts are C=1C=CC(=CC1)/C=C/C(=O)/C=C/C2=CC=CC=C2.C=1C=CC(=CC1)/C=C/C(=O)/C=C/C2=CC=CC=C2.C=1C=CC(=CC1)/C=C/C(=O)/C=C/C2=CC=CC=C2.[Pd].[Pd] (tris(dibenzylideneacetone)dipalladium(0)). Run in CN(C)C=O (DMF). Reaction conditions: temperature 80 celsius, time 12 hour. The product is CC1=CC(=NN1CC=1C=C(C=CC1)N1CCC(CC1)O)C1=NC(=NO1)C1=CC=C(C=C1)OC(F)(F)F (1-{3-[(5-Methyl-3-{3-[4-(trifluoromethoxy)phenyl]-1,2,4-oxadiazol-5-yl}-1H-pyrazol-1-yl)methyl]phenyl}piperidin-4-ol). Reaction SMILES: Br[C:2]1[CH:3]=[C:4]([CH:28]=[CH:29][CH:30]=1)[CH2:5][N:6]1[C:10]([CH3:11])=[CH:9][C:8]([C:12]2[O:16][N:15]=[C:14]([C:17]3[CH:22]=[CH:21][C:20]([O:23][C:24]([F:27])([F:26])[F:25])=[CH:19][CH:18]=3)[N:13]=2)=[N:7]1.[OH:31][CH:32]1[CH2:37][CH2:36][NH:35][CH2:34][CH2:33]1.C1(P(C2CCCCC2)C2C=CC=CC=2C2C(C(C)C)=CC(C(C)C)=CC=2C(C)C)CCCCC1.C(=O)([O-])[O-].[Cs+].[Cs+]>CN(C=O)C.C1C=CC(/C=C/C(/C=C/C2C=CC=CC=2)=O)=CC=1.C1C=CC(/C=C/C(/C=C/C2C=CC=CC=2)=O)=CC=1.C1C=CC(/C=C/C(/C=C/C2C=CC=CC=2)=O)=CC=1.[Pd].[Pd]>[CH3:11][C:10]1[N:6]([CH2:5][C:4]2[CH:3]=[C:2]([N:35]3[CH2:36][CH2:37][CH:32]([OH:31])[CH2:33][CH2:34]3)[CH:30]=[CH:29][CH:28]=2)[N:7]=[C:8]([C:12]2[O:16][N:15]=[C:14]([C:17]3[CH:22]=[CH:21][C:20]([O:23][C:24]([F:27])([F:26])[F:25])=[CH:19][CH:18]=3)[N:13]=2)[CH:9]=1 |f:3.4.5,7.8.9.10.11|. Procedure: A mixture of 150 mg (0.313 mmol) of the compound from Example 1A, 63 mg (0.626 mmol) of 4-hydroxypiperidine, 19 mg (0.021 mmol) of tris(dibenzylideneacetone)dipalladium(0), 30 mg (0.063 mmol) of 2-dicyclohexylphosphino-2′,4′,6′-triisopropylbiphenyl (X-Phos) and 254 mg (0.782 mmol) of caesium carbonate in 3 ml of anhydrous DMF was stirred at 80° C. under argon for 12 h. After cooling to RT, the reaction mixture was filtered through a little Celite and the filtrate was then separated into its comp... Reactants: Cl.ClCC1=NC=CC=C1C(F)(F)F (2-(chloromethyl)-3-(trifluoromethyl)pyridine hydrochloride), 5,6-dihydrospiro[benzo[1,2-b:5,4-b′]difuran-3,3′-indol]-2″(1′H)-one, BrCC1OCCCC1 (2-(bromomethyl)tetrahydro-2H-pyran), CC=1C=C2C3(C(NC2=CC1)=O)COC1=CC2=C(OCCO2)C=C13 (5′-methyl-2,3-dihydrospiro[furo[2,3-g][1,4]benzodioxine-8,3′-indol]-2′(1′H)-one). Product: CC=1C=C2C3(C(N(C2=CC1)CC1=NC=CC=C1C(F)(F)F)=O)COC1=CC2=C(OCCO2)C=C13 (5′-methyl-1′-{[3-(trifluoromethyl)pyridin-2-yl]methyl}-2,3-dihydrospiro[furo[2,3-g][1,4]benzodioxine-8,3′-indol]-2′(1′H)-one). RXN SMILES: Cl.Cl[CH2:3][C:4]1[C:9]([C:10]([F:13])([F:12])[F:11])=[CH:8][CH:7]=[CH:6][N:5]=1.BrCC1CCCCO1.[CH3:22][C:23]1[CH:24]=[C:25]2[C:29](=[CH:30][CH:31]=1)[NH:28][C:27](=[O:32])[C:26]12[C:44]2[C:35](=[CH:36][C:37]3[O:42][CH2:41][CH2:40][O:39][C:38]=3[CH:43]=2)[O:34][CH2:33]1>>[CH3:22][C:23]1[CH:24]=[C:25]2[C:29](=[CH:30][CH:31]=1)[N:28]([CH2:3][C:4]1[C:9]([C:10]([F:13])([F:12])[F:11])=[CH:8][CH:7]=[CH:6][N:5]=1)[C:27](=[O:32])[C:26]12[C:44]2[C:35](=[CH:36][C:37]3[O:42][CH2:41][CH2:40][O:39][C:38]=3[CH:43]=2)[O:34][CH2:33]1 |f:0.1|. Procedure: Following the procedure as described in EXAMPLE 4 and making non-critical variations using 2-(chloromethyl)-3-(trifluoromethyl)pyridine hydrochloride to replace 2-(bromomethyl)tetrahydro-2H-pyran, and 5′-methyl-2,3-dihydrospiro[furo[2,3-g][1,4]benzodioxine-8,3′-indol]-2′(1′H)-one to replace 5,6-dihydrospiro[benzo[1,2-b:5,4-b′]difuran-3,3′-indol]-2″(1′H)-one, (5′-methyl-1′-{[3-(trifluoromethyl)pyridin-2-yl]methyl}-2,3-dihydrospiro[furo[2,3-g][1,4]benzodioxine-8,3′-indol]-2′(1′H)-one was obtained ... Starting materials: ClC1=CC=C(C=N1)C(C(F)(F)F)=O (1-(6-chloropyridin-3-yl)-2,2,2-trifluoroethanone), CC(C)(C)[O-].[K+] (KOtBu), C1(=CC=CC=C1)C (toluene), COC1=CC=C(C=C1)C([C@@H](C(C)C)N)(N)C1=CC=C(C=C1)OC ((2R)-(−)-1,1-bis(4-methoxyphenyl)-3-methyl-1,2-butanediamine). Solvent: CC(C)(C)O (t-BuOH), CC(C)O (IPA). Reaction conditions: time 2 day. The product is ClC1=CC=C(C=N1)[C@@H](C(F)(F)F)O ((S)-1-(6-chloropyridin-3-yl)-2,2,2-trifluoroethanol). Isolated yield 97.2%. As a reaction SMILES: [Cl:1][C:2]1[N:7]=[CH:6][C:5]([C:8](=[O:13])[C:9]([F:12])([F:11])[F:10])=[CH:4][CH:3]=1.CC([O-])(C)C.[K+].C1(C)C=CC=CC=1.COC1C=CC(C(C2C=CC(OC)=CC=2)(N)[C@H](N)C(C)C)=CC=1>CC(O)(C)C.CC(O)C>[Cl:1][C:2]1[N:7]=[CH:6][C:5]([C@H:8]([OH:13])[C:9]([F:10])([F:11])[F:12])=[CH:4][CH:3]=1 |f:1.2|. Reported procedure: To a solution of 1-(6-chloropyridin-3-yl)-2,2,2-trifluoroethanone (Example 9B, Step A; 85.0 g, 406 mmol) and 1.0 M KOtBu (8.11 mL, 8.11 mmol) in t-BuOH in IPA (200 mL) and toluene (50 mL) in a autoclave was added dichloro{(R)-(+)-2,2′-bis[di(3,5-xylyl)-phosphino-1,1′-binaphthyl}[(2R)-(−)-1,1-bis(4-methoxyphenyl)-3-methyl-1,2-butanediamine (0.991 g, 0.81 mmol) (Strem Chemicals). The reaction mixture was degassed by three vacuum-filling with nitrogen cycles. Hydrogen was introduced into the autocl... The reactants are Cc1cccc(C)c1Br, COCCOC, CCO, COc1ccc(C=O)cc1B(O)O, [Na+], [Na+], O=C([O-])[O-], c1ccc(P(c2ccccc2)(c2ccccc2)[Pd](P(c2ccccc2)(c2ccccc2)c2ccccc2)(P(c2ccccc2)(c2ccccc2)c2ccccc2)P(c2ccccc2)(c2ccccc2)c2ccccc2)cc1. Yields the product COc1ccc(C=O)cc1-c1c(C)cccc1C. Reaction SMILES: [Br:1][c:2]1[c:3]([CH3:9])[cH:4][cH:5][cH:6][c:7]1[CH3:8].[CH2:109]([CH2:110][O:111][CH3:112])[O:113][CH3:114].[CH3:29][CH2:30][OH:31].[CH:10](=[O:11])[c:12]1[cH:13][cH:14][c:15]([O:21][CH3:22])[c:16]([B:18]([OH:19])[OH:20])[cH:17]1.[Na+:23].[Na+:24].[O-:25][C:26](=[O:27])[O-:28].[cH:32]1[cH:33][cH:34][c:35]([P:36]([Pd:37]([P:38]([c:39]2[cH:40][cH:41][cH:42][cH:43][cH:44]2)([c:45]2[cH:46][cH:47][cH:48][cH:49][cH:50]2)[c:51]2[cH:52][cH:53][cH:54][cH:55][cH:56]2)([P:57]([c:58]2[cH:59][cH:60][cH:61][cH:62][cH:63]2)([c:64]2[cH:65][cH:66][cH:67][cH:68][cH:69]2)[c:70]2[cH:71][cH:72][cH:73][cH:74][cH:75]2)[P:76]([c:77]2[cH:78][cH:79][cH:80][cH:81][cH:82]2)([c:83]2[cH:84][cH:85][cH:86][cH:87][cH:88]2)[c:89]2[cH:90][cH:91][cH:92][cH:93][cH:94]2)([c:95]2[cH:96][cH:97][cH:98][cH:99][cH:100]2)[c:101]2[cH:102][cH:103][cH:104][cH:105][cH:106]2)[cH:107][cH:108]1>>[c:2]1(-[c:16]2[c:15]([O:21][CH3:22])[cH:14][cH:13][c:12]([CH:10]=[O:11])[cH:17]2)[c:3]([CH3:9])[cH:4][cH:5][cH:6][c:7]1[CH3:8].